Task: describe an organic reaction: reactants, conditions, products, and yield. Dataset: the Open Reaction Database (ORD), a public repository of structured organic reaction records Starting materials: [N+](=O)([O-])C1=C(C=CC=C1)B(O)O (2-nitrobenzeneboronic acid), Cl.BrC1=CC=NC=C1 (4-bromopyridine hydrochloride), C(=O)([O-])[O-].[Na+].[Na+] (Na2CO3), N#N (N2). The reagents and catalysts are [Pd].C1(=CC=CC=C1)P(C1=CC=CC=C1)C1=CC=CC=C1.C1(=CC=CC=C1)P(C1=CC=CC=C1)C1=CC=CC=C1.C1(=CC=CC=C1)P(C1=CC=CC=C1)C1=CC=CC=C1.C1(=CC=CC=C1)P(C1=CC=CC=C1)C1=CC=CC=C1 (tetrakis(triphenylphosphine)-palladium (0)). Solvent: O (H2O), COCCOC (DME). Yields the product [N+](=O)([O-])C1=C(C=CC=C1)C1=CC=NC=C1 (4-(2-Nitrophenyl)-pyridine), oil. RXN SMILES: [N+:1]([C:4]1[CH:9]=[CH:8][CH:7]=[CH:6][C:5]=1B(O)O)([O-:3])=[O:2].Cl.Br[C:15]1[CH:20]=[CH:19][N:18]=[CH:17][CH:16]=1.C([O-])([O-])=O.[Na+].[Na+].N#N>[Pd].C1(P(C2C=CC=CC=2)C2C=CC=CC=2)C=CC=CC=1.C1(P(C2C=CC=CC=2)C2C=CC=CC=2)C=CC=CC=1.C1(P(C2C=CC=CC=2)C2C=CC=CC=2)C=CC=CC=1.C1(P(C2C=CC=CC=2)C2C=CC=CC=2)C=CC=CC=1.O.COCCOC>[N+:1]([C:4]1[CH:9]=[CH:8][CH:7]=[CH:6][C:5]=1[C:15]1[CH:20]=[CH:19][N:18]=[CH:17][CH:16]=1)([O-:3])=[O:2] |f:1.2,3.4.5,7.8.9.10.11|. Procedure: To a 1 L round-bottomed flask equipped with a reflux condenser was added 2-nitrobenzeneboronic acid (Lancaster) (10 g, 60 mmol), 4-bromopyridine hydrochloride (Fluka) (12 g, 60 mmol), Na2CO3 (25 g, 240 mmol), DME (300 in L) and H2O (100 mL). The mixture was stirred magnetically, degassed in vacuo and purged with N2. The process was repeated five times then tetrakis(triphenylphosphine)-palladium (0) (Strem Chemicals) (3.5 g, 3.0 mmol) was added and the reaction mixture was stirred at reflux under...